This data is from the Open Reaction Database (ORD), a public repository of structured organic reaction records. The task is: describe an organic reaction: reactants, conditions, products, and yield The reactants are CC1(C)SC2C(NC(=O)C(N)c3ccc(O)cc3)C(=O)N2C1C(=O)O, O, O, O, O. The product is CC1(C)SC2C(NC(=O)C(N)c3ccc(O)cc3)C(=O)N2C1C(=O)O. As a reaction SMILES: [CH:4]12[S:5][C:6]([CH3:7])([CH3:8])[CH:9]([C:26]([OH:27])=[O:28])[N:10]1[C:11](=[O:12])[CH:13]2[NH:14][C:15](=[O:16])[CH:17]([NH2:18])[c:19]1[cH:20][cH:21][c:22]([OH:23])[cH:24][cH:25]1.[OH2:1].[OH2:29].[OH2:2].[OH2:3]>>[CH:4]12[S:5][C:6]([CH3:7])([CH3:8])[CH:9]([C:26](=[O:27])[OH:28])[N:10]1[C:11](=[O:12])[CH:13]2[NH:14][C:15](=[O:16])[CH:17]([NH2:18])[c:19]1[cH:20][cH:21][c:22]([OH:23])[cH:24][cH:25]1.